This data is from the Open Reaction Database (ORD), a public repository of structured organic reaction records. The task is: describe an organic reaction: reactants, conditions, products, and yield Starting materials: CC(C)(C)OC(=O)N1CCCC1C(=O)NCCCc1ccccc1, CCOC(C)=O, Cl. Product: Cl, O=C(NCCCc1ccccc1)C1CCCN1. As a reaction SMILES: [C:1]([O:2][C:3](=[O:4])[N:8]1[CH:9]([C:10](=[O:11])[NH:12][CH2:13][CH2:14][CH2:15][c:16]2[cH:17][cH:18][cH:19][cH:20][cH:21]2)[CH2:22][CH2:23][CH2:24]1)([CH3:5])([CH3:6])[CH3:7].[C:26]([O:27][CH2:28][CH3:29])(=[O:30])[CH3:31].[ClH:25]>>[ClH:25].[NH:8]1[CH:9]([C:10](=[O:11])[NH:12][CH2:13][CH2:14][CH2:15][c:16]2[cH:17][cH:18][cH:19][cH:20][cH:21]2)[CH2:22][CH2:23][CH2:24]1.